Dataset: the Open Reaction Database (ORD), a public repository of structured organic reaction records. Task: describe an organic reaction: reactants, conditions, products, and yield The reactants are NCP(OCC)(OCC)=O (diethyl aminomethylphosphonate), BrC1=CC=C(S1)C=O (5-bromothien-2-aldehyde). Yields the product BrC1=CCC(S1)=NCP(OCC)(OCC)=O (Diethyl N-(5-bromothien-2-ylidene)-aminomethylphosphonate). Isolated yield 100.0%. Reaction SMILES: [NH2:1][CH2:2][P:3](=[O:10])([O:7][CH2:8][CH3:9])[O:4][CH2:5][CH3:6].[Br:11][C:12]1[S:16][C:15](C=O)=[CH:14][CH:13]=1>>[Br:11][C:12]1[S:16][C:15](=[N:1][CH2:2][P:3](=[O:10])([O:7][CH2:8][CH3:9])[O:4][CH2:5][CH3:6])[CH2:14][CH:13]=1. Procedure details: Starting from 16.7 g. (0.1 mol) diethyl aminomethylphosphonate and 19.1 g. (0.1 mol) 5-bromothien-2-aldehyde and following a procedure identical to that described in Example 1, 34 g. (yield: 100%) of the desired product are obtained in the form of a yellow oil. Reactants: FC(C(C(C(C(C(F)(F)F)(F)F)(F)F)(F)F)(F)F)(S(=O)(=O)F)F (perfluorohexanesulfonyl fluoride), C[Si]([O-])(C)C.[K+] (potassium trimethylsilanolate). Solvent: CCOCC (ether). Yields the product FC(C(C(C(C(C(F)(F)F)(F)F)(F)F)(F)F)(F)F)(S(=O)(=O)[O-])F.[K+] (Potassium perfluorohexanesulfonate). Isolated yield 53.6%. RXN SMILES: [F:1][C:2]([F:23])([S:19](F)(=[O:21])=[O:20])[C:3]([F:18])([F:17])[C:4]([F:16])([F:15])[C:5]([F:14])([F:13])[C:6]([F:12])([F:11])[C:7]([F:10])([F:9])[F:8].C[Si](C)(C)[O-:26].[K+:29]>CCOCC>[F:1][C:2]([F:23])([S:19]([O-:26])(=[O:21])=[O:20])[C:3]([F:18])([F:17])[C:4]([F:16])([F:15])[C:5]([F:14])([F:13])[C:6]([F:12])([F:11])[C:7]([F:10])([F:9])[F:8].[K+:29] |f:1.2,4.5|. Reported procedure: The procedure of Example 1 was followed using perfluorohexanesulfonyl fluoride (7.9 g, 19.6 mmol), potassium trimethylsilanolate (2.52 g, 19.6 mmol), dry ether (150 mL), and a reaction time of nine days. Potassium perfluorohexanesulfonate (4.6 g, 53% yield) was isolated as a white solid: 19F NMR (methanol) δ -81.1 (m, --CF3 --, 3F), -114.4 (m, --CF2SO3⃝, 2F), -120.6 (m, --CF2CF2SO3⃝, 2F), -121.7 (m, --CF2 (CF2)2SO3⃝, 2F), -122.6 (m, CF3CF2CF2, 2F), 126.1 ppm (m, CF3CF2 --, 2F).